This data is from the Open Reaction Database (ORD), a public repository of structured organic reaction records. The task is: describe an organic reaction: reactants, conditions, products, and yield The reactants are O (water), C(C)(=O)Cl (Acetyl chloride), N(N)C1=NC=C(C=C1)[N+](=O)[O-] (2-hydrazino-5-nitropyridine), N1=CC=CC=C1 (Pyridine). Run in O1CCCC1 (tetrahydrofuran). Run at time 0.5 hour. Product: [N+](=O)([O-])C=1C=CC(=NC1)NNC(C)=O (N'-(5-Nitro-2-pyridyl)acethydrazide). Reaction SMILES: [C:1](Cl)(=[O:3])[CH3:2].[NH:5]([C:7]1[CH:12]=[CH:11][C:10]([N+:13]([O-:15])=[O:14])=[CH:9][N:8]=1)[NH2:6].N1C=CC=CC=1.O>O1CCCC1>[N+:13]([C:10]1[CH:11]=[CH:12][C:7]([NH:5][NH:6][C:1](=[O:3])[CH3:2])=[N:8][CH:9]=1)([O-:15])=[O:14]. Procedure: Acetyl chloride (0.51 g, 6.5 mmole) was added dropwise to a stirred solution of 2-hydrazino-5-nitropyridine (1.0 g, 6.5 mmole) in tetrahydrofuran (20 ml). Pyridine (0.51 g, 6.5 mmole) was added, the mixture stirred for 0.5 h, and then poured into water (200 ml). The aqueous solution was extracted with ethyl actate, the extract dried (MgSO4) and the solvent removed under reduced pressure. Recrystallisation of the residue from 1,2-dichloroethane afforded the pure product, 1.1 g, 86%, as a cream co... Reactants: CI, COc1ccccc1Nc1nc(Cl)nc2ccccc12. Product: COc1ccccc1N(C)c1nc(Cl)nc2ccccc12. Reaction SMILES: [CH3:21][I:22].[Cl:1][c:2]1[n:3][c:4]2[cH:5][cH:6][cH:7][cH:8][c:9]2[c:10]([NH:12][c:13]2[c:14]([O:19][CH3:20])[cH:15][cH:16][cH:17][cH:18]2)[n:11]1>>[Cl:1][c:2]1[n:3][c:4]2[cH:5][cH:6][cH:7][cH:8][c:9]2[c:10]([N:12]([c:13]2[c:14]([O:19][CH3:20])[cH:15][cH:16][cH:17][cH:18]2)[CH3:21])[n:11]1. The reactants are ClC=1C=C2CC(N(C2=NC1)CC)=O (5-chloro-1-ethyl-7-azaoxindole), ClC=1C=C2CC(N(C2=NC1)CC)=O (5-chloro-1-ethyl-7-azaoxindole), O1C(=CC=C1)C(=O)Cl (2-furoyl chloride). The reagents and catalysts are CN(C1=CC=NC=C1)C (4-dimethylaminopyridine). The solvent is CN(C)C=O (DMF). Product: ClC=1C=C2C(C(N(C2=NC1)CC)=O)C(=O)C=1OC=CC1 (5-Chloro-1-ethyl-3-(2-furoyl)-7-azaoxindole). As a reaction SMILES: [Cl:1][C:2]1[CH:3]=[C:4]2[C:8](=[N:9][CH:10]=1)[N:7]([CH2:11][CH3:12])[C:6](=[O:13])[CH2:5]2.[O:14]1[CH:18]=[CH:17][CH:16]=[C:15]1[C:19](Cl)=[O:20]>CN(C)C1C=CN=CC=1.CN(C=O)C>[Cl:1][C:2]1[CH:3]=[C:4]2[C:8](=[N:9][CH:10]=1)[N:7]([CH2:11][CH3:12])[C:6](=[O:13])[CH:5]2[C:19]([C:15]1[O:14][CH:18]=[CH:17][CH:16]=1)=[O:20]. Procedure details: The title compound was prepared from 5-chloro-1-ethyl-7-azaoxindole (Example 53D) according to the procedure of Example 53E, using 5-chloro-1-ethyl-7-azaoxindole (405 mg, 2.06 mmol), 4-dimethylaminopyridine (500 mg, 4.09 mmol), 2-furoyl chloride (0.22 mL, 2.23 mmol) and DMF (10 mL). The solid product obtained following chromatography was recrystallized from hexane. The yield was 110 mg (18%).